The task is: describe an organic reaction: reactants, conditions, products, and yield. This data is from the Open Reaction Database (ORD), a public repository of structured organic reaction records. Reactants: O (Water), [OH-].[Na+] (Sodium hydroxide), O (Water), BrC1=C(C(=C(S1)C(=O)OCC)C1=C(C=C(C=C1)Cl)Cl)C#N (Ethyl 5-bromo-4-cyano-3-(2,4-dichlorophenyl)thiophene-2-carboxylate). The solvent is O1CCCC1 (Tetrahydrofuran). Run at time 8 hour. Yields the product BrC1=C(C(=C(S1)C(=O)O)C1=C(C=C(C=C1)Cl)Cl)C#N (5-bromo-4-cyano-3-(2,4-dichlorophenyl)thiophene-2-carboxylic acid). As a reaction SMILES: [Br:1][C:2]1[S:6][C:5]([C:7]([O:9]CC)=[O:8])=[C:4]([C:12]2[CH:17]=[CH:16][C:15]([Cl:18])=[CH:14][C:13]=2[Cl:19])[C:3]=1[C:20]#[N:21].O.[OH-].[Na+]>O1CCCC1>[Br:1][C:2]1[S:6][C:5]([C:7]([OH:9])=[O:8])=[C:4]([C:12]2[CH:17]=[CH:16][C:15]([Cl:18])=[CH:14][C:13]=2[Cl:19])[C:3]=1[C:20]#[N:21] |f:2.3|. Procedure: Ethyl 5-bromo-4-cyano-3-(2,4-dichlorophenyl)thiophene-2-carboxylate (4.60 g, 0.0114 mol) was dissolved in Tetrahydrofuran (100 mL) and Water (20 mL) and 1.00 M of Sodium hydroxide in Water (34.1 mL, 0.0341 mol) was added The mixture was stirred at room temperature overnight. Reaction was quenched by addition of 1N HCl (36 mL), extracted with EA (3×), dried MgSO4, filtered and evaporated to give the product that was used without further purification (4.28 g, 100%). LCMS: (FA) ES−, 374, 376, 378. ... Starting materials: ClC1=NC=C(C=C1)C1OC1 ((RS)-2-chloro-5-(oxiran-2-yl)pyridine), NCCO (2-aminoethanol), CCOC(=O)C.C1CCOC1 (EtOAc THF). The solvent is C1CCOC1 (THF). Reaction conditions: time 8 hour. Product: ClC1=CC=C(C=N1)C(CNCCO)O ((RS)-1-(6-chloropyridin-3-yl)-2-(2-hydroxyethylamino)ethanol). RXN SMILES: [Cl:1][C:2]1[CH:7]=[CH:6][C:5]([CH:8]2[CH2:10][O:9]2)=[CH:4][N:3]=1.[NH2:11][CH2:12][CH2:13][OH:14].CCOC(C)=O.C1COCC1>C1COCC1>[Cl:1][C:2]1[N:3]=[CH:4][C:5]([CH:8]([OH:9])[CH2:10][NH:11][CH2:12][CH2:13][OH:14])=[CH:6][CH:7]=1 |f:2.3|. Procedure: To a stirred solution of (RS)-2-chloro-5-(oxiran-2-yl)pyridine (4.0 g) in THF (15 ml) was added 2-aminoethanol (15.4 ml) and the mixture was stirred at room temperature overnight. The reaction mixture was then poured into EtOAc/THF (1:1) and the mixture was washed with saturated brine. The organic layer was dried over Na2SO4 and concentrated in vacuo to afford (RS)-1-(6-chloropyridin-3-yl)-2-(2-hydroxyethylamino)ethanol (5.05 g) as a yellow solid which was used in the next step without further p... Reactants: CC(C)(C)OC(=O)N1CCC(C(=O)O)CC1, CCN=C=NCCCN(CC)CC, NCCCNc1ncc(Cl)c(-c2cc3c(C(=O)NC4CC4)cccc3s2)n1, CCN(C(C)C)C(C)C, ClCCl, Cl, On1nnc2ccccc21. The product is CC(C)(C)OC(=O)N1CCC(C(=O)NCCCNc2ncc(Cl)c(-c3cc4c(C(=O)NC5CC5)cccc4s3)n2)CC1. Reaction SMILES: [C:28]([CH3:29])([CH3:30])([CH3:31])[O:32][C:33](=[O:34])[N:35]1[CH2:36][CH2:37][CH:38]([C:41](=[O:42])[OH:43])[CH2:39][CH2:40]1.[CH2:54]([N:55]([CH2:56][CH3:57])[CH2:58][CH2:59][CH2:60][N:61]=[C:62]=[N:63][CH2:64][CH3:65])[CH3:66].[CH:1]1([NH:4][C:5](=[O:6])[c:7]2[cH:8][cH:9][cH:10][c:11]3[s:12][c:13](-[c:16]4[n:17][c:18]([NH:23][CH2:24][CH2:25][CH2:26][NH2:27])[n:19][cH:20][c:21]4[Cl:22])[cH:14][c:15]23)[CH2:2][CH2:3]1.[CH:44]([N:45]([CH2:46][CH3:47])[CH:48]([CH3:49])[CH3:50])([CH3:51])[CH3:52].[Cl:77][CH2:78][Cl:79].[ClH:53].[OH:67][n:68]1[c:69]2[cH:70][cH:71][cH:72][cH:73][c:74]2[n:75][n:76]1>>[CH:1]1([NH:4][C:5](=[O:6])[c:7]2[cH:8][cH:9][cH:10][c:11]3[s:12][c:13](-[c:16]4[n:17][c:18]([NH:23][CH2:24][CH2:25][CH2:26][NH:27][C:41]([CH:38]5[CH2:37][CH2:36][N:35]([C:33]([O:32][C:28]([CH3:29])([CH3:30])[CH3:31])=[O:34])[CH2:40][CH2:39]5)=[O:42])[n:19][cH:20][c:21]4[Cl:22])[cH:14][c:15]23)[CH2:2][CH2:3]1. The reactants are CC(C)(C#N)C(=O)COc1ccc(O)cc1, CN(C)C=O, FC(F)(F)c1ccc2nc(Cl)cnc2c1, [K], O. Product: CC(C)(C#N)C(=O)COc1ccc(Oc2cnc3cc(C(F)(F)F)ccc3n2)cc1. Reaction SMILES: [C:2](#[N:3])[C:4]([CH3:5])([C:6]([CH2:7][O:8][c:9]1[cH:10][cH:11][c:12]([OH:15])[cH:13][cH:14]1)=[O:16])[CH3:17].[CH3:33][N:34]([CH3:35])[CH:36]=[O:37].[Cl:18][c:19]1[n:20][c:21]2[cH:22][cH:23][c:24]([C:29]([F:30])([F:31])[F:32])[cH:25][c:26]2[n:27][cH:28]1.[K:1].[OH2:38]>>[C:2](#[N:3])[C:4]([CH3:5])([C:6]([CH2:7][O:8][c:9]1[cH:10][cH:11][c:12]([O:15][c:19]2[n:20][c:21]3[cH:22][cH:23][c:24]([C:29]([F:30])([F:31])[F:32])[cH:25][c:26]3[n:27][cH:28]2)[cH:13][cH:14]1)=[O:16])[CH3:17].